This data is from the Open Reaction Database (ORD), a public repository of structured organic reaction records. The task is: describe an organic reaction: reactants, conditions, products, and yield The reactants are ClC=1C=C(C=C(C1C)Cl)C(CC(C(=O)OC)OC)=O (methyl 4-(3,5-dichloro-4-methylphenyl)-2-methoxy-4-oxobutyrate), O.NN (hydrazine monohydrate), Cl (hydrochloric acid). Solvent: CO (methanol). Product: ClC=1C=C(C=C(C1C)Cl)C=1C=CC(NN1)=O (6-(3,5-Dichloro-4-methylphenyl)-3(2H)pyridazinone). The yield is 70.6%. As a reaction SMILES: [Cl:1][C:2]1[CH:3]=[C:4]([C:10](=O)[CH2:11][CH:12](OC)[C:13]([O:15]C)=O)[CH:5]=[C:6]([Cl:9])[C:7]=1[CH3:8].O.[NH2:21][NH2:22].Cl>CO>[Cl:1][C:2]1[CH:3]=[C:4]([C:10]2[CH:11]=[CH:12][C:13](=[O:15])[NH:21][N:22]=2)[CH:5]=[C:6]([Cl:9])[C:7]=1[CH3:8] |f:1.2|. Procedure: A mixture of 3.05 g (0.01 mole) of methyl 4-(3,5-dichloro-4-methylphenyl)-2-methoxy-4-oxobutyrate, 0.6 g (0.012 mole) of hydrazine monohydrate and 30 ml of methanol was heated under reflux for 3.5 hours. 1.1 ml of concentrated hydrochloric acid was then added to the mixture, after which it was again heated under reflux for a further 6 hours. At the end of this time, the solvent was distilled off and the residue was washed, in turn, with water and with a small amount of diethyl ether, after which... Reactants: COc1ccc(Br)c(F)c1, O=C1CCN(Cc2ccccc2)CC1, C1CCOC1, CC(C)[Mg+], [Cl-]. Product: COc1ccc(C2(O)CCN(Cc3ccccc3)CC2)c(F)c1. RXN SMILES: [Br:1][c:2]1[c:3]([F:10])[cH:4][c:5]([O:8][CH3:9])[cH:6][cH:7]1.[CH2:16]([c:17]1[cH:18][cH:19][cH:20][cH:21][cH:22]1)[N:23]1[CH2:24][CH2:25][C:26](=[O:29])[CH2:27][CH2:28]1.[CH2:30]1[O:31][CH2:32][CH2:33][CH2:34]1.[CH:12]([Mg+:13])([CH3:14])[CH3:15].[Cl-:11]>>[c:2]1([C:26]2([OH:29])[CH2:25][CH2:24][N:23]([CH2:16][c:17]3[cH:18][cH:19][cH:20][cH:21][cH:22]3)[CH2:28][CH2:27]2)[c:3]([F:10])[cH:4][c:5]([O:8][CH3:9])[cH:6][cH:7]1. The reactants are diethyl diazocarboxylate, NC=1C=C(C=CC1)C(C(F)(F)F)(C(F)(F)F)O (2-(3-amino-phenyl)-1,1,1,3,3,3-hexafluoro-propan-2-ol), C(C)(C)(C)OC(=O)N1C(CCC1)CO (2-hydroxymethyl-pyrrolidine-1-carboxylic acid tert-butyl ester), C1=CC=C(C=C1)P(C2=CC=CC=C2)C3=CC=CC=C3 (PPh3). The solvent is C1CCOC1 (THF). Conditions: time 4 hour. Product: C(C)(C)(C)OC(=O)N1C(CCC1)COC(C(F)(F)F)(C(F)(F)F)C1=CC(=CC=C1)N (2-[1-(3-amino-phenyl)-2,2,2-trifluoro-1-trifluoromethyl-ethoxymethyl]-pyrrolidine-1-carboxylic acid tert-butyl ester). RXN SMILES: [NH2:1][C:2]1[CH:3]=[C:4]([C:8]([OH:17])([C:13]([F:16])([F:15])[F:14])[C:9]([F:12])([F:11])[F:10])[CH:5]=[CH:6][CH:7]=1.[C:18]([O:22][C:23]([N:25]1[CH2:29][CH2:28][CH2:27][CH:26]1[CH2:30]O)=[O:24])([CH3:21])([CH3:20])[CH3:19].C1C=CC(P(C2C=CC=CC=2)C2C=CC=CC=2)=CC=1>C1COCC1>[C:18]([O:22][C:23]([N:25]1[CH2:29][CH2:28][CH2:27][CH:26]1[CH2:30][O:17][C:8]([C:4]1[CH:5]=[CH:6][CH:7]=[C:2]([NH2:1])[CH:3]=1)([C:9]([F:10])([F:11])[F:12])[C:13]([F:14])([F:15])[F:16])=[O:24])([CH3:21])([CH3:19])[CH3:20]. Reported procedure: To a mixture of 2-(3-amino-phenyl)-1,1,1,3,3,3-hexafluoro-propan-2-ol (1.30 g), 2-hydroxymethyl-pyrrolidine-1-carboxylic acid tert-butyl ester (1.04 g), PPh3 (2.64 g) and molecular sieves 4 Å in THF (100 mL) was added diethyl diazocarboxylate (1.55 mL) slowly. The reaction was stirred at RT for 4 h and at reflux for overnight. After filtration to remove solids, the filtrate was concentrated and the residue was taken into Et2O. The organic phase was washed with saturated NaHCO3 and brine. The org... Procedure: Diethyl 1,4-dihydro-4-(2-aminophenyl)-2,6-dimethyl-3,5-pyridine dicarboxylate (90.0 gms., 0.26 mole) was dissolved in 250 ml dry DMF and the solution refluxed for a period of 72 hours. The solvent was removed under vacuum and the residue recrystallized twice from ethyl acetate to afford 5.4 gms (7%), m.p. 236°-238° C. The reactants are NC1=C(C=CC=C1)C1C(=C(NC(=C1C(=O)OCC)C)C)C(=O)OCC (Diethyl 1,4-dihydro-4-(2-aminophenyl)-2,6-dimethyl-3,5-pyridine dicarboxylate). As a reaction SMILES: [NH2:1][C:2]1[CH:7]=[CH:6][CH:5]=[CH:4][C:3]=1[CH:8]1[C:13]([C:14](OCC)=[O:15])=[C:12]([CH3:19])[NH:11][C:10]([CH3:20])=[C:9]1[C:21]([O:23][CH2:24][CH3:25])=[O:22]>CN(C=O)C>[CH2:24]([O:23][C:21]([C:9]1[CH:8]2[C:13](=[C:12]([CH3:19])[NH:11][C:10]=1[CH3:20])[C:14](=[O:15])[NH:1][C:2]1[CH:7]=[CH:6][CH:5]=[CH:4][C:3]2=1)=[O:22])[CH3:25]. Product: C(C)OC(=O)C=1C2C3=C(NC(C2=C(NC1C)C)=O)C=CC=C3 (3,5,6,10b-Tetrahydro-2,4-dimethyl-5-oxo-benzo[c][2,7]naphthyridine-1-carboxylic acid ethyl ester). Solvent: CN(C)C=O (DMF). Reactants: O=C=Nc1ccc(C(F)(F)F)cc1Cl, N#Cc1cc(N)cc(F)c1, C1CCOC1. Product: N#Cc1cc(F)cc(NC(=O)Nc2ccc(C(F)(F)F)cc2Cl)c1. Reaction SMILES: [Cl:11][c:12]1[c:13]([N:22]=[C:23]=[O:24])[cH:14][cH:15][c:16]([C:18]([F:19])([F:20])[F:21])[cH:17]1.[F:1][c:2]1[cH:3][c:4]([C:9]#[N:10])[cH:5][c:6]([NH2:7])[cH:8]1.[O:25]1[CH2:26][CH2:27][CH2:28][CH2:29]1>>[F:1][c:2]1[cH:3][c:4]([C:9]#[N:10])[cH:5][c:6]([NH:7][C:23]([NH:22][c:13]2[c:12]([Cl:11])[cH:17][c:16]([C:18]([F:19])([F:20])[F:21])[cH:15][cH:14]2)=[O:24])[cH:8]1. The reactants are C1CCOC1, [Li]CCCC, CI, CN(C)P(=O)(N(C)C)N(C)C, COC(=O)C1CCc2cccc(OC)c2C1, [Cl-], [NH4+]. The product is COC(=O)C1(C)CCc2cccc(OC)c2C1. RXN SMILES: [CH2:26]1[O:27][CH2:28][CH2:29][CH2:30]1.[CH3:1][CH2:2][CH2:3][CH2:4][Li:5].[CH3:22][I:23].[CH3:31][N:32]([CH3:33])[P:34]([N:35]([CH3:36])[CH3:37])([N:38]([CH3:39])[CH3:40])=[O:41].[CH3:6][O:7][C:8](=[O:9])[CH:10]1[CH2:11][c:12]2[c:13]([O:20][CH3:21])[cH:14][cH:15][cH:16][c:17]2[CH2:18][CH2:19]1.[Cl-:24].[NH4+:25]>>[CH3:1][C:10]1([C:8]([O:7][CH3:6])=[O:9])[CH2:11][c:12]2[c:13]([O:20][CH3:21])[cH:14][cH:15][cH:16][c:17]2[CH2:18][CH2:19]1. The reactants are CCCCCCCCC=CCCCCCCCCS(=O)(=O)c1ccccc1, [Li]CCCC, CCCCCBr, C1CCOC1. Yields the product CCCCCCCCC=CCCCCCCCC(CCCCC)S(=O)(=O)c1ccccc1. RXN SMILES: [CH2:1]([CH2:2][CH2:3][CH2:4][CH2:5][CH2:6][CH2:7][CH2:8][CH:9]=[CH:10][CH2:11][CH2:12][CH2:13][CH2:14][CH2:15][CH2:16][CH2:17][CH3:18])[S:19](=[O:20])(=[O:21])[c:22]1[cH:23][cH:24][cH:25][cH:26][cH:27]1.[CH2:28]([Li:29])[CH2:30][CH2:31][CH3:32].[CH2:33]([CH2:34][CH2:35][CH2:36][CH3:37])[Br:38].[O:39]1[CH2:40][CH2:41][CH2:42][CH2:43]1>>[CH:1]([CH2:2][CH2:3][CH2:4][CH2:5][CH2:6][CH2:7][CH2:8][CH:9]=[CH:10][CH2:11][CH2:12][CH2:13][CH2:14][CH2:15][CH2:16][CH2:17][CH3:18])([S:19](=[O:20])(=[O:21])[c:22]1[cH:23][cH:24][cH:25][cH:26][cH:27]1)[CH2:33][CH2:34][CH2:35][CH2:36][CH3:37]. Reactants: CN1C(N(C(C=2C1=CN(C2C2=CC=CC=C2)C[C@H](C)SC(C2=CC=CC=C2)(C2=CC=CC=C2)C2=CC=CC=C2)=O)C)=O ((S)-1,3-Dimethyl-5-phenyl-6-(2-(tritylthio)propyl)-1H-pyrrolo[3,4-d]pyrimidine-2,4(3H,6H)-dione), C(=O)(C(F)(F)F)O (TFA), C(C)[SiH](CC)CC (triethylsilane). Solvent: C(Cl)Cl (DCM). Reaction conditions: time 8 hour. Yields the product S[C@H](CN1C=C2N(C(N(C(C2=C1C1=CC=CC=C1)=O)C)=O)C)C ((S)-6-(2-Mercaptopropyl)-1,3-dimethyl-5-phenyl-1H-pyrrolo[3,4-d]pyrimidine-2,4(3H,6H)-dione). As a reaction SMILES: [CH3:1][N:2]1[C:7]2=[CH:8][N:9]([CH2:17][C@@H:18]([S:20]C(C3C=CC=CC=3)(C3C=CC=CC=3)C3C=CC=CC=3)[CH3:19])[C:10]([C:11]3[CH:16]=[CH:15][CH:14]=[CH:13][CH:12]=3)=[C:6]2[C:5](=[O:40])[N:4]([CH3:41])[C:3]1=[O:42].C(O)(C(F)(F)F)=O.C([SiH](CC)CC)C>C(Cl)Cl>[SH:20][C@@H:18]([CH3:19])[CH2:17][N:9]1[C:10]([C:11]2[CH:16]=[CH:15][CH:14]=[CH:13][CH:12]=2)=[C:6]2[C:7]([N:2]([CH3:1])[C:3](=[O:42])[N:4]([CH3:41])[C:5]2=[O:40])=[CH:8]1. Procedure: To crude (S)-1,3-dimethyl-5-phenyl-6-(2-(tritylthio)propyl)-1H-pyrrolo[3,4-d]pyrimidine-2,4(3H,6H)-dione (step 3)(1.35 mg, 1.06 mmol) in DCM (30 ml) was added TFA (4.09 ml, 53.1 mmol) and triethylsilane (1.7 ml, 10.6 mmol) giving a yellow solution. The mixture was stirred at RT overnight. The reaction mixture was evaporated under vacuum. The residue was partitioned between DCM/water and the phases separated. The organic phase was passed through a hydrophobic frit and evaporated under vacuum. The... Starting materials: BrC=1C=2C[C@H]3N(C2C=CC1)CCNC3 ((10aR)-9-Bromo-1,2,3,4,10,10a-hexahydro-pyrazino[1,2-a]indole), 2-(bromoethoxy)-tert-butyl-dimethylsilane, C(C)#N (acetonitrile), C([O-])([O-])=O.[K+].[K+] (Potassium carbonate). Conditions: time 2 day. Yields the product BrC=1C=2C[C@H]3N(C2C=CC1)CCN(C3)CCO ((10aR)-2-(9-Bromo-3,4,10,10a-tetrahydro-1H-pyrazino[1,2-a]indol-2-yl)-ethanol). Reaction SMILES: [Br:1][C:2]1[C:3]2[CH2:4][C@@H:5]3[CH2:14][NH:13][CH2:12][CH2:11][N:6]3[C:7]=2[CH:8]=[CH:9][CH:10]=1.[C:15](=[O:18])([O-])[O-].[K+].[K+].[C:21](#N)C>>[Br:1][C:2]1[C:3]2[CH2:4][C@@H:5]3[CH2:14][N:13]([CH2:21][CH2:15][OH:18])[CH2:12][CH2:11][N:6]3[C:7]=2[CH:8]=[CH:9][CH:10]=1 |f:1.2.3|. Procedure: (10aR)-9-Bromo-1,2,3,4,10,10a-hexahydro-pyrazino[1,2-a]indole (0.10 g, 0.39 mmol) and 2-(bromoethoxy)-tert-butyl-dimethylsilane (88 mg, 0.39 mmol) were dissolved in acetonitrile (2 mL). Potassium carbonate (63 mg, 0.46 mmol) was added and the solution was boiled with stirring for 2 d. The solvent was removed and the residue was partitioned between dichloromethane and brine. The organic phases were pooled, dried with MgSO4 and the solvent was evaporated. Chromatography on silica gel (dichlorometh...